The task is: describe an organic reaction: reactants, conditions, products, and yield. This data is from the Open Reaction Database (ORD), a public repository of structured organic reaction records. The reactants are O.NN (hydrazine hydrate), C(CCCCCCC)SC1=C(C=C(C(=O)OC)C=C1)C(F)(F)F (methyl 4-(octylthio)-3-(trifluoromethyl)benzoate), ice water. Run in CO (MeOH). Conditions: temperature 80 celsius, time 1 hour. Yields the product C(CCCCCCC)SC1=C(C=C(C(=O)NN)C=C1)C(F)(F)F (4-(Octylthio)-3-(trifluoromethyl)benzohydrazide). RXN SMILES: [CH2:1]([S:9][C:10]1[CH:19]=[CH:18][C:13]([C:14](OC)=[O:15])=[CH:12][C:11]=1[C:20]([F:23])([F:22])[F:21])[CH2:2][CH2:3][CH2:4][CH2:5][CH2:6][CH2:7][CH3:8].O.[NH2:25][NH2:26]>CO>[CH2:1]([S:9][C:10]1[CH:19]=[CH:18][C:13]([C:14]([NH:25][NH2:26])=[O:15])=[CH:12][C:11]=1[C:20]([F:23])([F:22])[F:21])[CH2:2][CH2:3][CH2:4][CH2:5][CH2:6][CH2:7][CH3:8] |f:1.2|. Procedure: The crude methyl 4-(octylthio)-3-(trifluoromethyl)benzoate was dissolved in 2 mL of MeOH and treated with 2 mL of hydrazine hydrate. The reaction mixture was left to stir at 80° C. for 1 hour, poured into ice-water. The solid was filtered, washed with H2O and dried under vacuum to provide the 4-(octylthio)-3-(trifluoromethyl)benzohydrazide 3a as a yellow solid. HPLC retention time on a C18 column (30×4.6 mm, 3.5μ) was 2.69 min with gradient 10-95% acetonitrile-H2O (0.1% TFA) in 3.5 min as mobile... Reactants: [H][H] (Hydrogen), C(CC)C=1SC(=CN1)C=CC=CC(=O)OCC (ethyl 5-(2-propyl-5-thiazolyl)-2,4-pentadienoate). The solvent is C(C)O (ethanol). The product is C(CC)C=1SC(=CN1)CCCCC(=O)OCC (ethyl 2-propyl- 5-thiazolepentanoate). The yield is 90.5%. RXN SMILES: [H][H].[CH2:3]([C:6]1[S:7][C:8]([CH:11]=[CH:12][CH:13]=[CH:14][C:15]([O:17][CH2:18][CH3:19])=[O:16])=[CH:9][N:10]=1)[CH2:4][CH3:5]>C(O)C>[CH2:3]([C:6]1[S:7][C:8]([CH2:11][CH2:12][CH2:13][CH2:14][C:15]([O:17][CH2:18][CH3:19])=[O:16])=[CH:9][N:10]=1)[CH2:4][CH3:5]. Procedure: Hydrogen was added with stirring for 2 hours to a mixture of 25 g of ethyl 5-(2-propyl-5-thiazolyl)-2,4-pentadienoate, 250 ml of ethanol and 12.5 g of activated carbon containing 10% palladium and the mixture was filtered. The fiter was washed with ethanol and the filtrate was evaporated to dryness under reduced pressure to obtain 23 g of raw ethyl 2-propyl- 5-thiazolepentanoate.